Dataset: the Open Reaction Database (ORD), a public repository of structured organic reaction records. Task: describe an organic reaction: reactants, conditions, products, and yield The reactants are [OH-].[Na+] (sodium hydroxide), COC=1C=C(C(=O)N2CC(CC2)(CC=O)C2=NC=CC=C2)C=C(C1OC)OC (1-(3,4,5-trimethoxybenzoyl)-3-(pyrid-2-yl)-3-(2-oxoethyl)pyrrolidine), C(C)OCCN1C(=NC2=C1C=CC=C2)NC2CCNCC2 ((1-(2-ethyloxyethyl)-1H-benzimidazol-2-yl)(piperidin-4-yl)amine), C(#N)[BH3-].[Na+] (sodium cyanoborohydride). Run in ClCCl (dichloromethane), CO (methanol). Reaction conditions: time 6 hour. The product is COC=1C=C(C(=O)N2CC(CC2)(C2=NC=CC=C2)CCN2CCC(CC2)NC2=NC3=C(N2CCOCC)C=CC=C3)C=C(C1OC)OC (1-(3,4,5-trimethoxybenzoyl)-3-(2-(4-(1-(2-ethoxyethyl)-1H-benzimidazol-2-yl-amino)piperidin-1-yl)ethyl)-3-(pyrid-2-yl)pyrrolidine). Reaction SMILES: [CH3:1][O:2][C:3]1[CH:4]=[C:5]([CH:22]=[C:23]([O:27][CH3:28])[C:24]=1[O:25][CH3:26])[C:6]([N:8]1[CH2:12][CH2:11][C:10]([C:16]2[CH:21]=[CH:20][CH:19]=[CH:18][N:17]=2)([CH2:13][CH:14]=O)[CH2:9]1)=[O:7].[CH2:29]([O:31][CH2:32][CH2:33][N:34]1[C:38]2[CH:39]=[CH:40][CH:41]=[CH:42][C:37]=2[N:36]=[C:35]1[NH:43][CH:44]1[CH2:49][CH2:48][NH:47][CH2:46][CH2:45]1)[CH3:30].C([BH3-])#N.[Na+].[OH-].[Na+]>CO.ClCCl>[CH3:28][O:27][C:23]1[CH:22]=[C:5]([CH:4]=[C:3]([O:2][CH3:1])[C:24]=1[O:25][CH3:26])[C:6]([N:8]1[CH2:12][CH2:11][C:10]([CH2:13][CH2:14][N:47]2[CH2:46][CH2:45][CH:44]([NH:43][C:35]3[N:34]([CH2:33][CH2:32][O:31][CH2:29][CH3:30])[C:38]4[CH:39]=[CH:40][CH:41]=[CH:42][C:37]=4[N:36]=3)[CH2:49][CH2:48]2)([C:16]2[CH:21]=[CH:20][CH:19]=[CH:18][N:17]=2)[CH2:9]1)=[O:7] |f:2.3,4.5|. Procedure details: Combine 1-(3,4,5-trimethoxybenzoyl)-3-(pyrid-2-yl)-3-(2-oxoethyl)pyrrolidine and (0.24 mmol), (1-(2-ethyloxyethyl)-1H-benzimidazol-2-yl)(piperidin-4-yl)amine (0.28 mmol), and 3 Å molecular sieves (about 12 g) in methanol (5 mL). After 6 hours, add sodium cyanoborohydride (0.15 g, 2.4 mmol) and stir under an inert atmosphere. After 18 hours, add a solution of 2 M sodium hydroxide and dichloromethane. After 1 hour, filter, separate the layers in the filtrate, dry the organic layer over Na2SO4, fil... Starting materials: CCOC(=O)c1cnc2cc(Br)sc2c1O, CC(=O)O, CCO, [Na+], [OH-], O. The product is O=C(O)c1cnc2cc(Br)sc2c1O. Reaction SMILES: [Br:1][c:2]1[cH:3][c:4]2[n:5][cH:6][c:7]([C:12](=[O:13])[O:14][CH2:15][CH3:16])[c:8]([OH:11])[c:9]2[s:10]1.[CH3:20][C:21](=[O:22])[OH:23].[CH3:24][CH2:25][OH:26].[Na+:18].[OH-:17].[OH2:19]>>[Br:1][c:2]1[cH:3][c:4]2[n:5][cH:6][c:7]([C:12](=[O:13])[OH:14])[c:8]([OH:11])[c:9]2[s:10]1. Starting materials: C(=O)(OC)C(C(CC)C1=CC(=CC=C1)[N+](=O)[O-])C(CC(CCC)(OCOC1=CC=C(C=C1)C1=CC=CC=C1)CCC1=CC=CC=C1)O (4-Carbomethoxy-3-(3-nitrophenyl)-7-(2-phenylethyl)-7-[(4-phenylphenoxy)methoxy]decan-5-ol), [Cr](=O)(=O)([O-])Cl.[NH+]1=CC=CC=C1 (pyridinium chlorochromate), C(C)(=O)[O-].[Na+] (sodium acetate), [O-][Si](=O)[O-].[Mg+2] (florisil). The solvent is C(Cl)Cl (methylene chloride). Reaction conditions: time 20 hour. Yields the product C(=O)(OC)C(C(CC)C1=CC(=CC=C1)[N+](=O)[O-])C(CC(CCC)(OCOC1=CC=C(C=C1)C1=CC=CC=C1)CCC1=CC=CC=C1)=O (4-Carbomethoxy-3-(3-nitrophenyl)-7-(2-phenylethyl)-7-[(4-phenylphenoxy)methoxy]decan-5-one), ethyl acetate hexanes. As a reaction SMILES: [C:1]([CH:5]([CH:18]([OH:47])[CH2:19][C:20]([CH2:39][CH2:40][C:41]1[CH:46]=[CH:45][CH:44]=[CH:43][CH:42]=1)([O:24][CH2:25][O:26][C:27]1[CH:32]=[CH:31][C:30]([C:33]2[CH:38]=[CH:37][CH:36]=[CH:35][CH:34]=2)=[CH:29][CH:28]=1)[CH2:21][CH2:22][CH3:23])[CH:6]([C:9]1[CH:14]=[CH:13][CH:12]=[C:11]([N+:15]([O-:17])=[O:16])[CH:10]=1)[CH2:7][CH3:8])([O:3][CH3:4])=[O:2].[Cr](Cl)([O-])(=O)=O.[NH+]1C=CC=CC=1.C([O-])(=O)C.[Na+].[O-][Si]([O-])=O.[Mg+2]>C(Cl)Cl>[C:1]([CH:5]([C:18](=[O:47])[CH2:19][C:20]([CH2:39][CH2:40][C:41]1[CH:42]=[CH:43][CH:44]=[CH:45][CH:46]=1)([O:24][CH2:25][O:26][C:27]1[CH:32]=[CH:31][C:30]([C:33]2[CH:34]=[CH:35][CH:36]=[CH:37][CH:38]=2)=[CH:29][CH:28]=1)[CH2:21][CH2:22][CH3:23])[CH:6]([C:9]1[CH:14]=[CH:13][CH:12]=[C:11]([N+:15]([O-:17])=[O:16])[CH:10]=1)[CH2:7][CH3:8])([O:3][CH3:4])=[O:2] |f:1.2,3.4,5.6|. Reported procedure: A solution of (3S),(7R) 4-carbomethoxy-3-(3-nitrophenyl)-7-(2-phenylethyl)-7-[(4-phenylphenoxy)methoxy]decan-5-ol (XIV, EXAMPLE 10, 11.12 g, 79.0 wt %, 13.73 mmol) in methylene chloride (530 ml) is added to a ground mixture of pyridinium chlorochromate (16.099 g, 74.685 mmol, 5.44 eq), sodium acetate (6.984 g, 85.14 mmol, 6.20 eq) and florisil (5.181 g) while maintaining less than 11°. The mixture is warmed to 21° and stirred at 20-25° for 20 hrs. The resultant slurry is filtered through magneso... Reactants: [H-].[Na+] (NaH), C(CC(=O)OC(C)(C)C)(=O)OC(C)(C)C (Di-t-butyl malonate), ClCC1=CC=CC2=CC=CC=C12 (1-chloromethylnaphthalene). The solvent is C1CCOC1 (THF). Reaction conditions: temperature 30 celsius, time 8 hour. The product is C1(=CC=CC2=CC=CC=C12)CC(C(=O)OC(C)(C)C)C(=O)OC(C)(C)C (Di-t-butyl (1-naphthylmethyl)malonate). Isolated yield 98.4%. As a reaction SMILES: [H-].[Na+].[C:3]([O:13][C:14]([CH3:17])([CH3:16])[CH3:15])(=[O:12])[CH2:4][C:5]([O:7][C:8]([CH3:11])([CH3:10])[CH3:9])=[O:6].Cl[CH2:19][C:20]1[C:29]2[C:24](=[CH:25][CH:26]=[CH:27][CH:28]=2)[CH:23]=[CH:22][CH:21]=1>C1COCC1>[C:20]1([CH2:19][CH:4]([C:5]([O:7][C:8]([CH3:9])([CH3:10])[CH3:11])=[O:6])[C:3]([O:13][C:14]([CH3:17])([CH3:16])[CH3:15])=[O:12])[C:29]2[C:24](=[CH:25][CH:26]=[CH:27][CH:28]=2)[CH:23]=[CH:22][CH:21]=1 |f:0.1|. Reported procedure: A suspension of 5.96 g (0.124 mol) of NaH.oil (50%) was washed with THF to remove the oil, then suspended in 450 mL THF. Di-t-butyl malonate (25.4 mL, 0.113 mol) was then added causing a mild exotherm. The solution was heated to reflux for 45 minutes, then cooled to 30° C. A solution of 20.0 g (0.113 mol) of 1-chloromethylnaphthalene in 50 mL THF was then added and the solution heated at reflux for 3 hours, then left stirring overnight. The mixture was filtered and the filtrate removed under red... Starting materials: ClC\C=C/CCl (1,4-dichloro-cis-2-butene), C(C1=CC=CC=C1)N (benzylamine). Product: C(C1=CC=CC=C1)N1CC=CC1 (1-benzyl-3-pyrroline). As a reaction SMILES: Cl[CH2:2]/[CH:3]=[CH:4]\[CH2:5]Cl.[CH2:7]([NH2:14])[C:8]1[CH:13]=[CH:12][CH:11]=[CH:10][CH:9]=1>>[CH2:7]([N:14]1[CH2:5][CH:4]=[CH:3][CH2:2]1)[C:8]1[CH:13]=[CH:12][CH:11]=[CH:10][CH:9]=1. Procedure details: A mixture of 1,4-dichloro-cis-2-butene and benzylamine is heated at reflux to give 1-benzyl-3-pyrroline (2), which is converted to the epoxide (3) by first reacting (2) with chlorine in dilute hydrochloric acid and then with sodium hydroxide. The epoxide is opened to give the corresponding hydroxy amine (4) with either ammonia and water or sodium azide followed by reduction of the resulting azide. The resulting trans 1-benzyl-3-amino-4-hydroxypyrrolidine (4) is acetylated with acetic anhydride t... Reactants: OC1=C(C=CC=C1OC1=C(C=CC=C1)Cl)CC(=O)O (2-[2-hydroxy-3-(2-chlorophenoxy)phenyl]acetic acid), C1(=CC=C(C=C1)S(=O)(=O)O)C (p-toluenesulfonic acid). Solvent: C1=CC=CC=C1 (benzene). Yields the product ClC1=C(OC2=CC=CC=3CC(OC32)=O)C=CC=C1 (7-(2-chlorophenoxy)-2,3-dihydrobenzofuran-2-one). Isolated yield 67.5%. Reaction SMILES: O[C:2]1[C:7]([O:8][C:9]2[CH:14]=[CH:13][CH:12]=[CH:11][C:10]=2[Cl:15])=[CH:6][CH:5]=[CH:4][C:3]=1[CH2:16][C:17]([OH:19])=[O:18].C1(C)C=CC(S(O)(=O)=O)=CC=1>C1C=CC=CC=1>[Cl:15][C:10]1[CH:11]=[CH:12][CH:13]=[CH:14][C:9]=1[O:8][C:7]1[C:2]2[O:19][C:17](=[O:18])[CH2:16][C:3]=2[CH:4]=[CH:5][CH:6]=1. Reported procedure: A mixture of 2-[2-hydroxy-3-(2-chlorophenoxy)phenyl]acetic acid (1.9 g) and p-toluenesulfonic acid (0.5 g) in benzene 50 ml was treated in a similar manner to that of Example 1-(6), and the residue was recrystallized from a mixture of diethyl ether and n-hexane to give 7-(2-chlorophenoxy)-2,3-dihydrobenzofuran-2-one (1.2 g). mp 118°-120° C. The reactants are [N+](=O)([O-])C1=CC=C(C=C1)N1CCNCC1 (1-(4-nitrophenyl)piperazine), ClC=1C=CC=2N(N1)C(=NN2)C(F)(F)F (6-chloro-3-(trifluoromethyl)-[1,2,4]triazolo[4,3-b]pyridazine). The product is [N+](=O)([O-])C1=CC=C(C=C1)N1CCN(CC1)C=1C=CC=2N(N1)C(=NN2)C(F)(F)F (6-[4-(4-nitrophenyl)piperazin-1-yl]-3-(trifluoromethyl)-[1,2,4]triazolo[4,3-b]pyridazine). Reaction SMILES: [N+:1]([C:4]1[CH:9]=[CH:8][C:7]([N:10]2[CH2:15][CH2:14][NH:13][CH2:12][CH2:11]2)=[CH:6][CH:5]=1)([O-:3])=[O:2].Cl[C:17]1[CH:18]=[CH:19][C:20]2[N:21]([C:23]([C:26]([F:29])([F:28])[F:27])=[N:24][N:25]=2)[N:22]=1>>[N+:1]([C:4]1[CH:5]=[CH:6][C:7]([N:10]2[CH2:15][CH2:14][N:13]([C:17]3[CH:18]=[CH:19][C:20]4[N:21]([C:23]([C:26]([F:27])([F:29])[F:28])=[N:24][N:25]=4)[N:22]=3)[CH2:12][CH2:11]2)=[CH:8][CH:9]=1)([O-:3])=[O:2]. Procedure: A mixture of 1-(4-nitrophenyl)piperazine and 6-chloro-3-(trifluoromethyl)-[1,2,4]triazolo[4,3-b]pyridazine was allowed to react by General Synthetic Method 3. The crude product was purified by hplc using a Waters XTerra C18 column (5μ silica, 19 mm diameter, 100 mm length) eluted with decreasingly polar mixtures of water (containing 0.1% aqueous ammonia) and acetonitrile as eluents to give 6-[4-(4-nitrophenyl)piperazin-1-yl]-3-(trifluoromethyl)-[1,2,4]triazolo[4,3-b]pyridazine.